This data is from the Open Reaction Database (ORD), a public repository of structured organic reaction records. The task is: describe an organic reaction: reactants, conditions, products, and yield Starting materials: O=[O+][O-] (ozone), O=[O+][O-] (ozone), C(C=CC)C1SC2=CC=CC=C2C(C1)=O ((RS)-2-(2-buten-1-yl)-4-thiochromanone). The solvent is ClCCl (dichloro-methane), CO (methanol). Reaction conditions: time 15 minute. The product is O=CCC1SC2=CC=CC=C2C(C1)=O (2-(2-oxoethyl)-4-thiochromanone). Isolated yield 99.0%. As a reaction SMILES: [O:1]=[O+][O-].[CH2:4]([CH:8]1[CH2:17][C:16](=[O:18])[C:15]2[C:10](=[CH:11][CH:12]=[CH:13][CH:14]=2)[S:9]1)[CH:5]=CC>ClCCl.CO>[O:1]=[CH:5][CH2:4][CH:8]1[CH2:17][C:16](=[O:18])[C:15]2[C:10](=[CH:11][CH:12]=[CH:13][CH:14]=2)[S:9]1. Reported procedure: An ozone stream (3 g ozone/hour) was conducted while stirring for 15 minutes through a solution, cooled to -70°, of 3 g of (RS)-2-(2-buten-1-yl)-4-thiochromanone in 100 ml of anhydrous dichloro-methane and 30 ml of anhydrous methanol. Subsequently, the solution was flushed with oxygen for 5 minutes and with argon for 10 minutes. After the addition of 2 ml of dimethyl sulfide, the mixture was stirred at room temperature for 16 hours. The reaction mixture was subsequently evaporated in a vacuum. T... Reactants: FC1=C(C=CC=C1)C1=N[C@H](C=2N(C3=C1C=C(C=C3)I)C(=NN2)C)C ((S)-6-(2-fluorophenyl)-8-iodo-4,1-dimethyl-4H[1,2,4]triazolo[4,3-a][4,1]benzodiazepine), C(C#C)N1C(CCC2=CC=CC=C12)=O (3,4-dihydro-1-(2-propynyl)-2(1H)-quinolinone), C(C)O (ethanol). Run in C(Cl)Cl (methylene chloride). The product is title compound, FC1=C(C=CC=C1)C1=N[C@H](C=2N(C3=C1C=C(C=C3)C#CCN3C(CCC1=CC=CC=C31)=O)C(=NN2)C)C ((S)-1-{3-[6-(2-fluorophenyl)-4,1-dimethyl4H-[1,2,4]-triazolo[4,3-a][4,1]benzodiazepin-8-yl]-2-propynyl}3,4-dihydro-2(1H)-quinolinone). RXN SMILES: [F:1][C:2]1[CH:7]=[CH:6][CH:5]=[CH:4][C:3]=1[C:8]1[C:14]2[CH:15]=[C:16](I)[CH:17]=[CH:18][C:13]=2[N:12]2[C:20]([CH3:23])=[N:21][N:22]=[C:11]2[C@H:10]([CH3:24])[N:9]=1.[CH2:25]([N:28]1[C:37]2[C:32](=[CH:33][CH:34]=[CH:35][CH:36]=2)[CH2:31][CH2:30][C:29]1=[O:38])[C:26]#[CH:27].C(O)C>C(Cl)Cl>[F:1][C:2]1[CH:7]=[CH:6][CH:5]=[CH:4][C:3]=1[C:8]1[C:14]2[CH:15]=[C:16]([C:27]#[C:26][CH2:25][N:28]3[C:37]4[C:32](=[CH:33][CH:34]=[CH:35][CH:36]=4)[CH2:31][CH2:30][C:29]3=[O:38])[CH:17]=[CH:18][C:13]=2[N:12]2[C:20]([CH3:23])=[N:21][N:22]=[C:11]2[C@H:10]([CH3:24])[N:9]=1. Procedure details: The title compound was prepared by coupling (S)-6-(2-fluorophenyl)-8-iodo-4,1-dimethyl-4H[1,2,4]triazolo[4,3-a][4,1]benzodiazepine with 3,4-dihydro-1-(2-propynyl)-2(1H)-quinolinone under the conditions used in Example 100. The product was isolated by chromatography over the 50-fold amount of silica gel using 5% (v/v) of ethanol in methylene chloride for elution. The combined clean fractions were evaporated and the residue crystallized very slowly from ethanol/ether to give colorless crystals of ...